This data is from the Open Reaction Database (ORD), a public repository of structured organic reaction records. The task is: describe an organic reaction: reactants, conditions, products, and yield Starting materials: C(C)(C)N1N=CN=C1C=1N=C2N(CCOC3=C2C=CC(=C3)CC(=O)OC)C1 (methyl 2-(2-(1-isopropyl-1H-1,2,4-triazol-5-yl)-5,6-dihydrobenzo[f]imidazo[1,2-d][1,4]oxazepin-9-yl)acetate), [OH-].[Li+] (lithium hydroxide), CO (methanol), Cl (hydrogen chloride). Reaction conditions: temperature 50 celsius, time 3 hour. The product is C(C)(C)N1N=C(N=C1C=1N=C2N(CCOC3=C2C=CC(=C3)CC(=O)O)C1)C (2-(2-(1-isopropyl-3-methyl-1H-1,2,4-triazol-5-yl)-5,6-dihydrobenzo[f]imidazo[1,2-d][1,4]oxazepin-9-yl)acetic acid). Reaction SMILES: [CH:1]([N:4]1[C:8]([C:9]2[N:10]=[C:11]3[C:17]4[CH:18]=[CH:19][C:20]([CH2:22][C:23]([O:25]C)=[O:24])=[CH:21][C:16]=4[O:15][CH2:14][CH2:13][N:12]3[CH:27]=2)=[N:7][CH:6]=[N:5]1)([CH3:3])[CH3:2].[OH-].[Li+].Cl.[CH3:31]O>>[CH:1]([N:4]1[C:8]([C:9]2[N:10]=[C:11]3[C:17]4[CH:18]=[CH:19][C:20]([CH2:22][C:23]([OH:25])=[O:24])=[CH:21][C:16]=4[O:15][CH2:14][CH2:13][N:12]3[CH:27]=2)=[N:7][C:6]([CH3:31])=[N:5]1)([CH3:3])[CH3:2] |f:1.2|. Reported procedure: A mixture of 98 mg (0.257 mmol) of methyl 2-(2-(1-isopropyl-1H-1,2,4-triazol-5-yl)-5,6-dihydrobenzo[f]imidazo[1,2-d][1,4]oxazepin-9-yl)acetate and 2.0 ml of 1.0 M of aqueous lithium hydroxide in 6 ml of methanol/tetrahydrofuram (1:1) mixture was stirred at 50° C. for 3 hours. The mixture was concentarted and acidified to pH 3 by careful addition of 1 N aqueous hydrogen chloride. The precipitate was collected and dried in high vacuum for 18 hours to give 2-(2-(1-isopropyl-3-methyl-1H-1,2,4-triazo... Starting materials: CN(CCNC(=O)C1=NC(=C(N=C1N)N)Cl)C (3,5-diamino-6-chloro-pyrazine-2-carboxylic acid (2-dimethylamino-ethyl)-amide), CN(CCNC(=O)C1=NC(=C(N=C1N)N)Cl)C (3,5-diamino-6-chloro-pyrazine-2-carboxylic acid (2-dimethylamino-ethyl)-amide), BrCCCC1=CC=C(C=C1)OC (1-(3-bromo-propyl)-4-methoxy-benzene). The solvent is CC(=O)C (acetone). Product: [Br-].NC=1C(=NC(=C(N1)N)Cl)C(=O)NCC[N+](C)(C)CCCC1=CC=C(C=C1)OC ({2-[(3,5-Diamino-6-chloro-pyrazine-2-carbonyl)-amino]-ethyl}-[3-(4-methoxy-phenyl)-propyl]-dimethyl-ammonium bromide). As a reaction SMILES: [CH3:1][N:2]([CH3:17])[CH2:3][CH2:4][NH:5][C:6]([C:8]1[C:13]([NH2:14])=[N:12][C:11]([NH2:15])=[C:10]([Cl:16])[N:9]=1)=[O:7].[Br:18][CH2:19][CH2:20][CH2:21][C:22]1[CH:27]=[CH:26][C:25]([O:28][CH3:29])=[CH:24][CH:23]=1>CC(C)=O>[Br-:18].[NH2:14][C:13]1[C:8]([C:6]([NH:5][CH2:4][CH2:3][N+:2]([CH2:19][CH2:20][CH2:21][C:22]2[CH:23]=[CH:24][C:25]([O:28][CH3:29])=[CH:26][CH:27]=2)([CH3:17])[CH3:1])=[O:7])=[N:9][C:10]([Cl:16])=[C:11]([NH2:15])[N:12]=1 |f:3.4|. Procedure: A mixture comprising 3,5-diamino-6-chloro-pyrazine-2-carboxylic acid (2-dimethylamino-ethyl)-amide (Intermediate H) (1.8 g, 7.0 mmol) and 1-(3-bromo-propyl)-4-methoxy-benzene (3.2 g, 14.0 mmol) in acetone (50 mL) is heated at reflux for 72 h. After cooling to RT, the solvent is removed in vacuo and the resulting solid is recrystallised from ethanol to afford the title compound. M+ 407. 1H NMR (400 MHz, DMSO-d6) δ 8.37 (1H, t), 7.76 (2H, br), 7.19 (2H, br), 7.17 (2H, d), 6.90 (2H, d), 3.79 (3H, s... Starting materials: C1=CC(=CC=C1N)N (p-phenylene diamine), C(C)(=O)OC(C)=O (acetic anhydride). Product: C1=CC(=CC=C1CC=2C=CC(=CC2)N)N (4,4'-diaminodiphenylmethane), C(C)(=O)OC(C)=O (acetic anhydride). Reaction SMILES: [CH:1]1[C:6](N)=[CH:5][CH:4]=[C:3]([NH2:8])[CH:2]=1.[C:9]([O:12][C:13](=[O:15])[CH3:14])(=[O:11])[CH3:10]>>[CH:1]1[C:13]([CH2:14][C:6]2[CH:1]=[CH:2][C:3]([NH2:8])=[CH:4][CH:5]=2)=[CH:5][CH:4]=[C:3]([NH2:8])[CH:2]=1.[C:9]([O:12][C:13](=[O:15])[CH3:14])(=[O:11])[CH3:10]. Procedure: In a similar manner, if one substitutes for the reaction product of p-phenylene diamine and acetic anhydride in the above reaction, the compound resulting from the reaction of 4,4'-diaminodiphenylmethane and acetic anhydride, i.e., ##SPC13## Starting materials: FC=1C=C2C(=NC(=NC2=CC1)C1=CC(=C(C(=C1)OC)OC)OC)O (6-fluoro-2-(3,4,5-trimethoxyphenyl)quinazolin-4-ol), ClCCl (dichloromethane), C(=O)(C(=O)Cl)Cl ((COCl)2). Solvent: CN(C=O)C (N,N-dimethylformamide). Product: ClC1=NC(=NC2=CC=C(C=C12)F)C1=CC(=C(C(=C1)OC)OC)OC (4-chloro-6-fluoro-2-(3,4,5-trimethoxyphenyl)quinazoline). Reaction SMILES: [F:1][C:2]1[CH:3]=[C:4]2[C:9](=[CH:10][CH:11]=1)[N:8]=[C:7]([C:12]1[CH:17]=[C:16]([O:18][CH3:19])[C:15]([O:20][CH3:21])=[C:14]([O:22][CH3:23])[CH:13]=1)[N:6]=[C:5]2O.[Cl:25]CCl.C(Cl)(C(Cl)=O)=O>CN(C)C=O>[Cl:25][C:5]1[C:4]2[C:9](=[CH:10][CH:11]=[C:2]([F:1])[CH:3]=2)[N:8]=[C:7]([C:12]2[CH:17]=[C:16]([O:18][CH3:19])[C:15]([O:20][CH3:21])=[C:14]([O:22][CH3:23])[CH:13]=2)[N:6]=1. Procedure: Into a 500-mL round-bottom flask, was placed 6-fluoro-2-(3,4,5-trimethoxyphenyl)quinazolin-4-ol (8.0 g, 24.22 mmol, 1.00 equiv), dichloromethane (200 mL) and N,N-dimethylformamide (0.5 mL). This was followed by the addition of (COCl)2 (23.74 g) dropwise with stirring. The resulting solution was stirred for 1 h at 40° C. in an oil bath. The resulting mixture was concentrated under vacuum. The residue was dissolved in 100 mL of dichloromethane. The resulting mixture was washed with 2×100 mL of NaH... The reactants are CC(=O)[O-], CCO, Cl, NO, [Na+], CCOC(=O)C(=O)c1cc2c(s1)CCCC2. Yields the product CCOC(=O)C(=NO)c1cc2c(s1)CCCC2. RXN SMILES: [CH3:18][C:19](=[O:20])[O-:21].[CH3:25][CH2:26][OH:27].[ClH:22].[NH2:23][OH:24].[Na+:17].[O:1]=[C:2]([C:3](=[O:4])[O:5][CH2:6][CH3:7])[c:8]1[s:9][c:10]2[c:11]([cH:12]1)[CH2:13][CH2:14][CH2:15][CH2:16]2>>[C:2]([C:3](=[O:4])[O:5][CH2:6][CH3:7])([c:8]1[s:9][c:10]2[c:11]([cH:12]1)[CH2:13][CH2:14][CH2:15][CH2:16]2)=[N:23][OH:24]. Reactants: CC1=C(C=C(C(=O)NC2=CC(=CC(=C2)C(F)(F)F)N2C=NC(=C2)C)C=C1)NC1=NC=CC(=N1)C=1C=NC=CC1 (4-methyl-N-[3-(4-methyl-imidazol-1-yl)-5-trifluoromethyl-phenyl]-3-(4-pyridin-3-yl-pyrimidin-2-ylamino)-benzamide), Cl (hydrochloric acid). Solvent: CO (methanol). Reaction conditions: temperature 46 celsius, time 15 minute. Yields the product O.Cl.CC1=C(C=C(C(=O)NC2=CC(=CC(=C2)C(F)(F)F)N2C=NC(=C2)C)C=C1)NC1=NC=CC(=N1)C=1C=NC=CC1 (4-methyl-N-[3-(4-methyl-imidazol-1-yl)-5-trifluoromethyl-phenyl]-3-(4-pyridin-3-yl-pyrimidin-2-ylamino)-benzamide monohydrochloride monohydrate). Yield: 177.7%. Reaction SMILES: [CH3:1][C:2]1[CH:26]=[CH:25][C:5]([C:6]([NH:8][C:9]2[CH:14]=[C:13]([C:15]([F:18])([F:17])[F:16])[CH:12]=[C:11]([N:19]3[CH:23]=[C:22]([CH3:24])[N:21]=[CH:20]3)[CH:10]=2)=[O:7])=[CH:4][C:3]=1[NH:27][C:28]1[N:33]=[C:32]([C:34]2[CH:35]=[N:36][CH:37]=[CH:38][CH:39]=2)[CH:31]=[CH:30][N:29]=1.[ClH:40]>CO>[OH2:7].[ClH:40].[CH3:1][C:2]1[CH:26]=[CH:25][C:5]([C:6]([NH:8][C:9]2[CH:14]=[C:13]([C:15]([F:16])([F:17])[F:18])[CH:12]=[C:11]([N:19]3[CH:23]=[C:22]([CH3:24])[N:21]=[CH:20]3)[CH:10]=2)=[O:7])=[CH:4][C:3]=1[NH:27][C:28]1[N:33]=[C:32]([C:34]2[CH:35]=[N:36][CH:37]=[CH:38][CH:39]=2)[CH:31]=[CH:30][N:29]=1 |f:3.4.5|. Procedure: A 1 L, 4-neck, round-bottom flask equipped with a mechanical stirrer, a thermometer, heating/cooling capacity, and an addition funnel was charged in sequence with 4-methyl-N-[3-(4-methyl-imidazol-1-yl)-5-trifluoromethyl-phenyl]-3-(4-pyridin-3-yl-pyrimidin-2-ylamino)-benzamide free base (10 g), methanol (250 mL), and 37% hydrochloric acid (1.85 g) under nitrogen purge. The mixture was heated to 42-50° C. and stirred for an additional 15 minutes. The resulting solution was filtered through a polyp... Reactants: CC(=O)O, CS(C)=O, COc1ccc(C(=O)c2ccnn2Cc2ccccc2)c(Cl)c1Cl, N#C[Na], O. Product: O=C(c1ccc(O)c(Cl)c1Cl)c1ccnn1Cc1ccccc1. As a reaction SMILES: [CH3:29][C:30](=[O:31])[OH:32].[CH3:33][S:34]([CH3:35])=[O:36].[Cl:4][c:5]1[c:6]([C:14](=[O:15])[c:16]2[cH:17][cH:18][n:19][n:20]2[CH2:21][c:22]2[cH:23][cH:24][cH:25][cH:26][cH:27]2)[cH:7][cH:8][c:9]([O:12][CH3:13])[c:10]1[Cl:11].[Na:1][C:2]#[N:3].[OH2:28]>>[Cl:4][c:5]1[c:6]([C:14](=[O:15])[c:16]2[cH:17][cH:18][n:19][n:20]2[CH2:21][c:22]2[cH:23][cH:24][cH:25][cH:26][cH:27]2)[cH:7][cH:8][c:9]([OH:12])[c:10]1[Cl:11]. Reactants: C([O-])([O-])=O.[Na+].[Na+] (sodium carbonate), solution, B(F)(F)F (boron trifluoride), C(=O)(OC(C)(C)C)N[C@H](C(C[Si](C)(C)C)O)CC1CCCCC1 (3(S)-(Boc-amino)-2(R,S)-hydroxy-4-cyclohexyl-1-trimethylsilyl-butane). The solvent is CCOCC (ether), C(Cl)Cl (methylene chloride). Reaction conditions: time 6 hour. The product is C1(CCCCC1)C[C@@H](C=C)N (1-Cyclohexyl-3-buten-2(S)-amine). Reaction SMILES: B(F)(F)F.C([NH:12][C@@H:13]([CH2:21][CH:22]1[CH2:27][CH2:26][CH2:25][CH2:24][CH2:23]1)[CH:14](O)[CH2:15][Si](C)(C)C)(OC(C)(C)C)=O.C(=O)([O-])[O-].[Na+].[Na+]>CCOCC.C(Cl)Cl>[CH:22]1([CH2:21][C@H:13]([NH2:12])[CH:14]=[CH2:15])[CH2:27][CH2:26][CH2:25][CH2:24][CH2:23]1 |f:2.3.4|. Procedure details: 42.2 ml (336 mmol) of an approximately 48% solution of boron trifluoride in ether are added at 5° C. to a solution of 23.1 g (67.2 mmol) of 3(S)-(Boc-amino)-2(R,S)-hydroxy-4-cyclohexyl-1-trimethylsilyl-butane in 460 ml of methylene chloride. The reaction mixture is then stirred for 6 h at RT and 3M sodium carbonate solution is added. The aqueous phase is removed and extracted twice with methylene chloride. The organic extracts are washed with brine, dried over sodium sulfate and concentrated by ...